This data is from the Open Reaction Database (ORD), a public repository of structured organic reaction records. The task is: describe an organic reaction: reactants, conditions, products, and yield Reactants: C=CC#N, CCOP(C)O. The product is CCOP(C)(=O)CCC#N. RXN SMILES: [CH2:1]=[CH:2][C:3]#[N:4].[CH2:5]([CH3:6])[O:7][P:8]([OH:9])[CH3:10]>>[CH2:1]([CH2:2][C:3]#[N:4])[P:8]([O:7][CH2:5][CH3:6])(=[O:9])[CH3:10].